This data is from the Open Reaction Database (ORD), a public repository of structured organic reaction records. The task is: describe an organic reaction: reactants, conditions, products, and yield The reactants are ClC1=C(C=C(C(=C1)OC)C)[C@@H](C)N[S@](=O)C(C)(C)C ((R)—N—((R)-1-(2-chloro-4-methoxy-5-methylphenyl)ethyl)-2-methylpropane-2-sulfinamide), Cl (hydrogen chloride). Run in CO (methanol). Run at time 3 hour. Yields the product Cl.ClC1=C(C=C(C(=C1)OC)C)[C@@H](C)N ((R)-1-(2-chloro-4-methoxy-5-methylphenyl)ethanamine hydrochloride). As a reaction SMILES: [Cl:1][C:2]1[CH:7]=[C:6]([O:8][CH3:9])[C:5]([CH3:10])=[CH:4][C:3]=1[C@H:11]([NH:13][S@@](C(C)(C)C)=O)[CH3:12].Cl>CO>[ClH:1].[Cl:1][C:2]1[CH:7]=[C:6]([O:8][CH3:9])[C:5]([CH3:10])=[CH:4][C:3]=1[C@H:11]([NH2:13])[CH3:12] |f:3.4|. Reported procedure: To ((R)—N—((R)-1-(2-chloro-4-methoxy-5-methylphenyl)ethyl)-2-methylpropane-2-sulfinamide (0.64 g, 2.1 mmol) was added 10% hydrogen chloride in methanol (10 ml), and the resulting mixture was stirred at room temperature for 3 h. The reaction mixture was evaporated and dried in vacuo to give the title compound (crude 0.63 g) as white solid. This amine was used for the next step without further purification.